From a dataset of the Open Reaction Database (ORD), a public repository of structured organic reaction records. describe an organic reaction: reactants, conditions, products, and yield Starting materials: C1=C(C=CC2=CC=CC=C12)C1SCC(C(N(C1)CC(=O)OC(C)(C)C)=O)N1C(C=2C(C1=O)=CC=CC2)=O (t-butyl α-[2-(2-naphthyl)-5-oxo-6-phthalimidoperhydro-1,4-thiazepin-4-yl]acetate), CNN (methylhydrazine). The product is NC1C(N(CC(SC1)C1=CC2=CC=CC=C2C=C1)CC(=O)OC(C)(C)C)=O (t-Butyl α-[6-amino-2-(2-naphthyl)-5-oxoperhydro-1,4-thiazepin-4-yl]acetate). Yield: 106.9%. As a reaction SMILES: [CH:1]1[C:10]2[C:5](=[CH:6][CH:7]=[CH:8][CH:9]=2)[CH:4]=[CH:3][C:2]=1[CH:11]1[CH2:17][N:16]([CH2:18][C:19]([O:21][C:22]([CH3:25])([CH3:24])[CH3:23])=[O:20])[C:15](=[O:26])[CH:14]([N:27]2C(=O)C3=CC=CC=C3C2=O)[CH2:13][S:12]1.CNN>>[NH2:27][CH:14]1[CH2:13][S:12][CH:11]([C:2]2[CH:3]=[CH:4][C:5]3[C:10](=[CH:9][CH:8]=[CH:7][CH:6]=3)[CH:1]=2)[CH2:17][N:16]([CH2:18][C:19]([O:21][C:22]([CH3:24])([CH3:23])[CH3:25])=[O:20])[C:15]1=[O:26]. Reported procedure: 3.25 g of t-butyl α-[2-(2-naphthyl)-5-oxo-6-phthalimidoperhydro-1,4-thiazepin-4-yl]acetate [prepared as described in step (f) above] were subjected to dephthaloylization with methylhydrazine in the same manner as described in Example 36(g), to give 2.6 g of the title compound as an amorphous powder.